This data is from the Open Reaction Database (ORD), a public repository of structured organic reaction records. The task is: describe an organic reaction: reactants, conditions, products, and yield Reactants: [N+](=O)([O-])C1=C(C=C(NC(C2(CO2)C)=O)C=C1)C(F)(F)F (4-nitro-3-trifluoromethyl-N-[2,3-epoxy-2-methyl propionyl]aniline), N (ammonia). Solvent: CO (methanol). Conditions: temperature -70 celsius, time 14 hour. The product is [N+](=O)([O-])C1=C(C=C(NC(C(CN)(C)O)=O)C=C1)C(F)(F)F (4-nitro-3-trifluoromethyl-N-(2-hydroxy-2-methyl-3-amino-propionyl)aniline). The yield is 58.0%. RXN SMILES: [N+:1]([C:4]1[CH:16]=[CH:15][C:7]([NH:8][C:9](=[O:14])[C:10]2([CH3:13])[O:12][CH2:11]2)=[CH:6][C:5]=1[C:17]([F:20])([F:19])[F:18])([O-:3])=[O:2].[NH3:21]>CO>[N+:1]([C:4]1[CH:16]=[CH:15][C:7]([NH:8][C:9](=[O:14])[C:10]([OH:12])([CH3:13])[CH2:11][NH2:21])=[CH:6][C:5]=1[C:17]([F:20])([F:19])[F:18])([O-:3])=[O:2]. Procedure details: A pressure reactor was charged with 4-nitro-3-trifluoromethyl-N-[2,3-epoxy-2-methyl propionyl]aniline, BP-33, (10.0 g, 34.46 mmol) and methanol (100 mL). After cooling to −70° C., ammonia in excess was condensed into the reactor which was sealed and stirred 14 hours. Following evaporation, the crude solid was washed with cold CH2Cl2 (5 mL). Filtration and drying gave 6.1 g BP-34 (58% yield). Starting materials: C(C)(=O)N1N=C(N=C1N)S(=O)(=O)Cl (1-Acetyl-5-amino-1,2,4-triazole-3-sulphonyl chloride), ClC1=C(N)C(=CC=C1)Cl (2,6-dichloroaniline). The solvent is N1=CC=CC=C1 (pyridine). Conditions: temperature 60 celsius, time 12 hour. Yields the product [NH+]1=CC=CC=C1.ClC1=C(C(=CC=C1)Cl)NS(=O)(=O)C1=NN(C(=N1)N)C(C)=O (N-(2,6-dichlorophenyl)-1-acetyl-5-amino-1,2,4-triazole-3-sulphonamide pyridinium salt). The yield is 94.7%. RXN SMILES: [C:1]([N:4]1[C:8]([NH2:9])=[N:7][C:6]([S:10](Cl)(=[O:12])=[O:11])=[N:5]1)(=[O:3])[CH3:2].[Cl:14][C:15]1[CH:21]=[CH:20][CH:19]=[C:18]([Cl:22])[C:16]=1[NH2:17]>N1C=CC=CC=1>[NH+:17]1[CH:21]=[CH:20][CH:19]=[CH:18][CH:16]=1.[Cl:14][C:15]1[CH:21]=[CH:20][CH:19]=[C:18]([Cl:22])[C:16]=1[NH:17][S:10]([C:6]1[N:7]=[C:8]([NH2:9])[N:4]([C:1](=[O:3])[CH3:2])[N:5]=1)(=[O:12])=[O:11] |f:3.4|. Reported procedure: The product of stage (c) (54 g) was treated with 2,6-dichloroaniline (42.63 g) in pyridine (350 ml) and was stirred at 60° C. for 12 hours. After cooling, the product was filtered off, washed with a little pyridine and ether, and was dried in vacuum to give 53.6 g of the desired product, mp 213°-215° C. The reactants are FC(C=1C=C(C=C(C1)C(F)(F)F)C(C(=O)N(C)C=1C=NC(=CC1C1=C(C=C(C=C1)F)C)N1[C@@H](CCC1)CN1C(C2=CC=CC=C2C1=O)=O)(C)C)(F)F ((S)-2-(3,5-bis-trifluoromethyl-phenyl)-N-[6-[2-(1,3-dioxo-1,3-dihydro-isoindol-2-ylmethyl)-pyrrolidin-1-yl]-4-(4-fluoro-2-methyl-phenyl)-pyridin-3-yl]-N-methyl-isobutyramide), O.NN (hydrazine hydrate). The solvent is C(C)O (ethanol), [OH-].[Na+] (sodium hydroxide). Product: NC[C@H]1N(CCC1)C1=CC(=C(C=N1)N(C(C(C)(C)C1=CC(=CC(=C1)C(F)(F)F)C(F)(F)F)=O)C)C1=C(C=C(C=C1)F)C ((S)-N-[6-(2-aminomethyl-pyrrolidin-1-yl)-4-(4-fluoro-2-methyl-phenyl)-pyridin-3-yl]-2-(3,5-bis-trifluoromethyl-phenyl)-N-methyl-isobutyramide). The yield is 103.6%. Reaction SMILES: [F:1][C:2]([F:52])([F:51])[C:3]1[CH:4]=[C:5]([C:13]([CH3:50])([CH3:49])[C:14]([N:16]([C:18]2[CH:19]=[N:20][C:21]([N:32]3[CH2:36][CH2:35][CH2:34][C@H:33]3[CH2:37][N:38]3C(=O)C4C(=CC=CC=4)C3=O)=[CH:22][C:23]=2[C:24]2[CH:29]=[CH:28][C:27]([F:30])=[CH:26][C:25]=2[CH3:31])[CH3:17])=[O:15])[CH:6]=[C:7]([C:9]([F:12])([F:11])[F:10])[CH:8]=1.O.NN>C(O)C.[OH-].[Na+]>[NH2:38][CH2:37][C@@H:33]1[CH2:34][CH2:35][CH2:36][N:32]1[C:21]1[N:20]=[CH:19][C:18]([N:16]([CH3:17])[C:14](=[O:15])[C:13]([C:5]2[CH:4]=[C:3]([C:2]([F:1])([F:51])[F:52])[CH:8]=[C:7]([C:9]([F:10])([F:11])[F:12])[CH:6]=2)([CH3:50])[CH3:49])=[C:23]([C:24]2[CH:29]=[CH:28][C:27]([F:30])=[CH:26][C:25]=2[CH3:31])[CH:22]=1 |f:1.2,4.5|. Procedure details: A solution of 65 mg (0.089 mmol) (S)-2-(3,5-bis-trifluoromethyl-phenyl)-N-[6-[2-(1,3-dioxo-1,3-dihydro-isoindol-2-ylmethyl)-pyrrolidin-1-yl]-4-(4-fluoro-2-methyl-phenyl)-pyridin-3-yl]-N-methyl-isobutyramide and 7.0 mg (0.14 mmol) hydrazine hydrate in 1 ml ethanol was stirred at room temperature over night. The reaction mixture was diluted with a 1 M aqueous sodium hydroxide solution and extracted with three portions of tert-butyl methyl ether. The combined organic extracts were dried over sodium... Starting materials: C(C)OC(=O)C1=CN2C(CC(C3=C2C(C1=O)=CC(=C3Cl)Cl)=O)C (8,9-dichloro-5-methyl-6,7-dihydro-1,7-dioxo-1H,5H-benzo[ij]quinolizine-2-carboxylic acid ethyl ester), CC1NCCNC1 (2-methylpiperazine). The solvent is C(C)#N (acetonitrile). Run at time 3 hour. Yields the product C(C)OC(=O)C1=CN2C(CC(C3=C2C(C1=O)=CC(=C3N3CC(NCC3)C)Cl)=O)C (9-chloro-5-methyl-8-(3-methyl-1-piperazinyl)-6,7-dihydro-1,7-dioxo-1H,5H-benzo[ij]quinolizine-2-carboxylic acid ethyl ester). The yield is 76.3%. RXN SMILES: [CH2:1]([O:3][C:4]([C:6]1[C:15](=[O:16])[C:14]2=[CH:17][C:18]([Cl:21])=[C:19](Cl)[C:12]3=[C:13]2[N:8]([CH:9]([CH3:23])[CH2:10][C:11]3=[O:22])[CH:7]=1)=[O:5])[CH3:2].[CH3:24][CH:25]1[CH2:30][NH:29][CH2:28][CH2:27][NH:26]1>C(#N)C>[CH2:1]([O:3][C:4]([C:6]1[C:15](=[O:16])[C:14]2=[CH:17][C:18]([Cl:21])=[C:19]([N:29]3[CH2:28][CH2:27][NH:26][CH:25]([CH3:24])[CH2:30]3)[C:12]3=[C:13]2[N:8]([CH:9]([CH3:23])[CH2:10][C:11]3=[O:22])[CH:7]=1)=[O:5])[CH3:2]. Procedure: 14.17 g (0.04 mole) of 8,9-dichloro-5-methyl-6,7-dihydro-1,7-dioxo-1H,5H-benzo[ij]quinolizine-2-carboxylic acid ethyl ester was suspended in 250 ml of acetonitrile, 12.02 g (0.12 mole) of 2-methylpiperazine was added thereto, and this mixture was stirred at 50°-60° C. for 3 hours. The resulting reaction solution was concentrated under reduced pressure and the residue thus obtained was purified by silica gel column chromatography [using a chloroform-methanol mixture (with a volume ratio of 10:1) ... The reactants are N1C=CC=2C1=NC=CC2 (1H-pyrrolo[2,3-b]pyridine), C=O (formaldehyde), C1(=CC=CC=C1)N1CCNCC1 (1-phenylpiperazine), C(C)(=O)[O-].[Na+] (sodium acetate). Yields the product C1(=CC=CC=C1)N1CCN(CC1)CC1=CC=2C(=NC=CC2)N1 (2-[(4-phenyl-1-piperazinyl)methyl]-1H-pyrrolo[2,3-b]pyridine). Reaction SMILES: [NH:1]1[C:5]2=[N:6][CH:7]=[CH:8][CH:9]=[C:4]2[CH:3]=[CH:2]1.[C:10]1([N:16]2[CH2:21][CH2:20][NH:19][CH2:18][CH2:17]2)[CH:15]=[CH:14][CH:13]=[CH:12][CH:11]=1.[C:22]([O-])(=O)C.[Na+].C=O>>[C:10]1([N:16]2[CH2:21][CH2:20][N:19]([CH2:22][C:2]3[NH:1][C:5]4=[N:6][CH:7]=[CH:8][CH:9]=[C:4]4[CH:3]=3)[CH2:18][CH2:17]2)[CH:15]=[CH:14][CH:13]=[CH:12][CH:11]=1 |f:2.3|. Procedure details: 1H-pyrrolo[2,3-b]pyridine (47 mg, 0.40 mmol),1-phenylpiperazine (64.9 mg, 0.48 mmol), sodium acetate (72 mg, 0.53 mmol), and formaldehyde (0.48 mmol) were processed as described in Example 18 to provide the title compound. 1H NMR (300 MHz, DMSO-d6) δ 2.62 (m, 4H) 3.14 (m, 4H) 4.03 (s, 2H) 5.60 (s, 1H) 7.09 (m, 3H) 7.84 (m, 3H) 8.06 (dd, J=8.31, 1.53 Hz, 1H) 8.20 (dd, J=4.75, 1.70 Hz, 1H). (ESI) m/z 293 (M+H)+.